Dataset: the Open Reaction Database (ORD), a public repository of structured organic reaction records. Task: describe an organic reaction: reactants, conditions, products, and yield Starting materials: N1N=C(N=C1)CC(=O)O (1H-1,2,4-triazol-3-ylacetic acid), C1(=CC=CC=C1)C(N1N=C(N=C1)C(=O)O)(C1=CC=CC=C1)C1=CC=CC=C1 (1-(triphenylmethyl)-1H-1,2,4-triazole-3-carboxylic acid), Cl.NCC=1C=C(C=CC1)CNC(=O)C1=NC2=CC=C(C=C2C(N1)=O)C#N (N-{[3-(aminomethyl)phenyl]methyl}-6-cyano-4-oxo-3,4-dihydroquinazoline-2-carboxamide hydrochloride), Cl.NCC=1C=C(C=CC1)CNC(=O)C=1NC(C2=C(N1)SC=C2C)=O (N-{[3-(aminomethyl)phenyl]methyl}-5-methyl-4-oxo-3,4-dihydrothieno[2,3-d]pyrimidine-2-carboxamide hydrochloride). Yields the product CC1=CSC=2N=C(NC(C21)=O)C(=O)NCC2=CC(=CC=C2)CNC(=O)C2=NN(C=N2)C(C2=CC=CC=C2)(C2=CC=CC=C2)C2=CC=CC=C2 (5-methyl-4-oxo-N-({3-[({[1-(triphenylmethyl)-1H-1,2,4-triazol-3-yl]carbonyl}amino)methyl]phenyl}methyl)-3,4-dihydrothieno[2,3-d]pyrimidine-2-carboxamide), powder. Isolated yield 90.0%. RXN SMILES: Cl.NCC1C=C(CNC(C2NC(=O)C3C(=CC=C(C#N)C=3)N=2)=O)C=CC=1.Cl.[NH2:28][CH2:29][C:30]1[CH:31]=[C:32]([CH2:36][NH:37][C:38]([C:40]2[NH:41][C:42](=[O:50])[C:43]3[C:48]([CH3:49])=[CH:47][S:46][C:44]=3[N:45]=2)=[O:39])[CH:33]=[CH:34][CH:35]=1.N1C=NC(CC(O)=O)=N1.[C:60]1([C:66]([C:81]2[CH:86]=[CH:85][CH:84]=[CH:83][CH:82]=2)([C:75]2[CH:80]=[CH:79][CH:78]=[CH:77][CH:76]=2)[N:67]2[CH:71]=[N:70][C:69]([C:72](O)=[O:73])=[N:68]2)[CH:65]=[CH:64][CH:63]=[CH:62][CH:61]=1>>[CH3:49][C:48]1[C:43]2[C:42](=[O:50])[NH:41][C:40]([C:38]([NH:37][CH2:36][C:32]3[CH:33]=[CH:34][CH:35]=[C:30]([CH2:29][NH:28][C:72]([C:69]4[N:70]=[CH:71][N:67]([C:66]([C:60]5[CH:65]=[CH:64][CH:63]=[CH:62][CH:61]=5)([C:75]5[CH:76]=[CH:77][CH:78]=[CH:79][CH:80]=5)[C:81]5[CH:86]=[CH:85][CH:84]=[CH:83][CH:82]=5)[N:68]=4)=[O:73])[CH:31]=3)=[O:39])=[N:45][C:44]=2[S:46][CH:47]=1 |f:0.1,2.3|. Procedure: By a method similar to that in Example 34, and using, instead of N-{[3-(aminomethyl)phenyl]methyl}-6-cyano-4-oxo-3,4-dihydroquinazoline-2-carboxamide hydrochloride, N-{[3-(aminomethyl)phenyl]methyl}-5-methyl-4-oxo-3,4-dihydrothieno[2,3-d]pyrimidine-2-carboxamide hydrochloride obtained in Reference Example 50 and using, instead of 1H-1,2,4-triazol-3-ylacetic acid, 1-(triphenylmethyl)-1H-1,2,4-triazole-3-carboxylic acid obtained in Reference Example 35, 5-methyl-4-oxo-N-({3-[({[1-(triphenylmethyl)... Reactants: C(C1=CC=CC=C1)N1C(=NC2=C1C=CC(=C2C(NC(C(C)C)(C)C(N)=O)=O)C(=O)O)C (1-benzyl-4-[(1-carbamoyl-1,2-dimethylpropyl)carbamoyl]-2-methyl-5-benzimidazolecarboxylic acid), [OH-].[Na+] (sodium hydroxide), Cl (hydrochloric acid). Solvent: O (water). Reaction conditions: time 4 hour. Product: C(C1=CC=CC=C1)N1C(=NC2=C1C=CC(=C2C=2NC(C(N2)(C)C(C)C)=O)C(=O)O)C (1-Benzyl-4-(4-isopropyl-4-methyl-5-oxo-2-imidazolin-2-yl)-2-methyl-5-benzimidazolecarboxylic acid). Isolated yield 30.9%. RXN SMILES: [CH2:1]([N:8]1[C:12]2[CH:13]=[CH:14][C:15]([C:28]([OH:30])=[O:29])=[C:16]([C:17](=O)[NH:18][C:19]([C:24](=[O:26])[NH2:25])([CH3:23])[CH:20]([CH3:22])[CH3:21])[C:11]=2[N:10]=[C:9]1[CH3:31])[C:2]1[CH:7]=[CH:6][CH:5]=[CH:4][CH:3]=1.[OH-].[Na+].Cl>O>[CH2:1]([N:8]1[C:12]2[CH:13]=[CH:14][C:15]([C:28]([OH:30])=[O:29])=[C:16]([C:17]3[NH:25][C:24](=[O:26])[C:19]([CH:20]([CH3:22])[CH3:21])([CH3:23])[N:18]=3)[C:11]=2[N:10]=[C:9]1[CH3:31])[C:2]1[CH:3]=[CH:4][CH:5]=[CH:6][CH:7]=1 |f:1.2|. Procedure: A mixture of 1-benzyl-4-[(1-carbamoyl-1,2-dimethylpropyl)carbamoyl]-2-methyl-5-benzimidazolecarboxylic acid (3.58 g, 8.47 mmol), 10N sodium hydroxide (5.08 mL, 50.8 mmol) and water is stirred for 4 hours at reflux temperature, cooled, acidified to pH 4 with hydrochloric acid and filtered. The filter cake is recrystallized from acetonitrile to give the title product as an off-white powder (1.06 g, 31.0%), mp 198°-208° C. (dec). Reactants: B, Cl, [H][H], O=C1COc2cccc3nc4c(c(c23)N1)CCCC4, C1CCOC1, C1CCOC1. The product is Cl, c1cc2c3c(c4c(nc3c1)CCCC4)NCCO2. RXN SMILES: [BH3:25].[ClH:26].[H:27][H:28].[NH:1]1[C:2](=[O:19])[CH2:3][O:4][c:5]2[c:6]3[c:7]1[c:8]1[c:13]([n:14][c:15]3[cH:16][cH:17][cH:18]2)[CH2:12][CH2:11][CH2:10][CH2:9]1.[O:20]1[CH2:21][CH2:22][CH2:23][CH2:24]1.[O:29]1[CH2:30][CH2:31][CH2:32][CH2:33]1>>[ClH:26].[NH:1]1[CH2:2][CH2:3][O:4][c:5]2[c:6]3[c:7]1[c:8]1[c:13]([n:14][c:15]3[cH:16][cH:17][cH:18]2)[CH2:12][CH2:11][CH2:10][CH2:9]1. The reactants are C(C)(=O)NC1=C(C(=O)O)C=C(C(=C1)C(F)(F)F)[N+](=O)[O-] (2-acetylamino-5-nitro-4-trifluoromethyl-benzoic acid), [OH-].[Na+] (NaOH), OS(=O)(=O)O (H2SO4). Run in CO (methanol), O (water). Conditions: temperature 0 celsius, time 1 hour. The product is NC1=C(C(=O)O)C=C(C(=C1)C(F)(F)F)[N+](=O)[O-] (2-amino-5-nitro-4-trifluoromethyl-benzoic acid). The yield is 66.9%. Reaction SMILES: C([NH:4][C:5]1[CH:13]=[C:12]([C:14]([F:17])([F:16])[F:15])[C:11]([N+:18]([O-:20])=[O:19])=[CH:10][C:6]=1[C:7]([OH:9])=[O:8])(=O)C.OS(O)(=O)=O.[OH-].[Na+]>CO.O>[NH2:4][C:5]1[CH:13]=[C:12]([C:14]([F:17])([F:16])[F:15])[C:11]([N+:18]([O-:20])=[O:19])=[CH:10][C:6]=1[C:7]([OH:9])=[O:8] |f:2.3|. Reported procedure: A solution of 49.5 g (169 mmol) of 2-acetylamino-5-nitro-4-trifluoromethyl-benzoic acid in 600 ml of methanol and 100 ml of water is cooled to 0° C. and 71.1 ml (1.33 mol) of concentrated H2SO4 are added dropwise. Upon completion of the addition, the mixture is heated to reflux for 1 hour. The mixture is then cooled to 0° C., the pH is adjusted to 10 with a 30% aqueous NaOH-solution and it is stirred for 1 hour. The methanol is distilled off and the remaining aqueous solution is diluted with wat... As a reaction SMILES: [CH3:1][C@:2]12[CH2:19][CH2:18][C@H:17]3[C@@H:7]([CH2:8][CH2:9][C:10]4[C@:15]3([CH3:16])[CH2:14][CH2:13][C:12](=[O:20])[CH:11]=4)[C@@H:6]1[CH2:5][CH2:4][C:3]2=[O:21].C([O-])([O-])O[CH2:24][CH3:25]>>[CH2:24]([O:20][C:12]1[CH2:13][CH2:14][C@@:15]2([CH3:16])[C:10](=[CH:9][CH2:8][C@@H:7]3[C@@H:17]2[CH2:18][CH2:19][C@@:2]2([CH3:1])[C@H:6]3[CH2:5][CH2:4][C:3]2=[O:21])[CH:11]=1)[CH3:25]. Product: C(C)OC1=CC2=CC[C@H]3[C@@H]4CCC([C@@]4(C)CC[C@@H]3[C@]2(CC1)C)=O (3-ethoxyandrosta-3,5(6)-dien-17-one). Reactants: C[C@@]12C(CC[C@H]1[C@@H]1CCC3=CC(CC[C@]3(C)[C@H]1CC2)=O)=O (androst-4-en-3,17-dione), C(OCC)([O-])[O-] (ethyl orthoformate). Procedure details: The process according to claim 1 wherein androst-4-en-3,17-dione is treated with ethyl orthoformate to yield 3-ethoxyandrosta-3,5(6)-dien-17-one. Starting materials: FC(C1=CC=C(C=C1)OC1=CC=C(C=O)C=C1)(F)F (4-{[4-(trifluoromethyl)phenyl]oxy}benzaldehyde), C1CCOC1 (THF), [H-].[Na+] (NaH). The reagents and catalysts are [Br-].C[P+](C1=CC=CC=C1)(C1=CC=CC=C1)C1=CC=CC=C1 (methyl(triphenyl)phosphonium bromide). Run at time 3 hour. Product: C(=C)C1=CC=C(C=C1)OC1=CC=C(C=C1)C(F)(F)F (1-ethenyl-4-{[4-(trifluoromethyl)phenyl]oxy}benzene). Isolated yield 19.0%. RXN SMILES: [F:1][C:2]([F:19])([F:18])[C:3]1[CH:8]=[CH:7][C:6]([O:9][C:10]2[CH:17]=[CH:16][C:13]([CH:14]=O)=[CH:12][CH:11]=2)=[CH:5][CH:4]=1.[H-].[Na+].[CH2:22]1COCC1>[Br-].C[P+](C1C=CC=CC=1)(C1C=CC=CC=1)C1C=CC=CC=1>[CH:14]([C:13]1[CH:16]=[CH:17][C:10]([O:9][C:6]2[CH:7]=[CH:8][C:3]([C:2]([F:19])([F:18])[F:1])=[CH:4][CH:5]=2)=[CH:11][CH:12]=1)=[CH2:22] |f:1.2,4.5|. Procedure details: To a stirred suspension of 4-{[4-(trifluoromethyl)phenyl]oxy}benzaldehyde (4.68 g, 17.58 mmol) and methyl(triphenyl)phosphonium bromide (6.28 g, 17.58 mmol) in dry THF (50 mL) was added NaH (3 g, 75 mmol) under nitrogen at 0° C. The mixture was stirred at room temperature for 3 h. The organic layer was washed three times with brine, dried over Na2SO4, filtered, and concentrated. Purification via flash chromatography afforded the title compound (890 mg, 19% yield) as a light green oil. LCMS: rt=4...